describe an organic reaction: reactants, conditions, products, and yield From a dataset of the Open Reaction Database (ORD), a public repository of structured organic reaction records. Starting materials: CC1=C(C=C(C=C1)C(F)(F)F)NC1=C(C=NC=2N1N=CC2C(=O)O)C(=O)N2CCC(CC2)C2=CC=CC=C2 (7-(2-Methyl-5-trifluoromethylphenylamino)-6-(4-phenylpiperidine-1-carbonyl)pyrazolo[1,5-a]pyrimidine-3-carboxylic acid), C1(CC1)S(=O)(=O)N (cyclopropanesulfonamide). Product: CC1=C(C=C(C=C1)C(F)(F)F)NC1=C(C=NC=2N1N=CC2C(=O)NS(=O)(=O)C2CC2)C(=O)N2CCC(CC2)C2=CC=CC=C2 (N-[7-(2-Methyl-5-trifluoromethylphenylamino)-6-(4-phenylpiperidine-1-carbonyl)pyrazolo[1,5-a]pyrimidine-3-carbonyl]cyclopropanesulfonamide). Yield: 45.4%. RXN SMILES: [CH3:1][C:2]1[CH:7]=[CH:6][C:5]([C:8]([F:11])([F:10])[F:9])=[CH:4][C:3]=1[NH:12][C:13]1[N:18]2[N:19]=[CH:20][C:21]([C:22](O)=[O:23])=[C:17]2[N:16]=[CH:15][C:14]=1[C:25]([N:27]1[CH2:32][CH2:31][CH:30]([C:33]2[CH:38]=[CH:37][CH:36]=[CH:35][CH:34]=2)[CH2:29][CH2:28]1)=[O:26].[CH:39]1([S:42]([NH2:45])(=[O:44])=[O:43])[CH2:41][CH2:40]1>>[CH3:1][C:2]1[CH:7]=[CH:6][C:5]([C:8]([F:11])([F:9])[F:10])=[CH:4][C:3]=1[NH:12][C:13]1[N:18]2[N:19]=[CH:20][C:21]([C:22]([NH:45][S:42]([CH:39]3[CH2:41][CH2:40]3)(=[O:44])=[O:43])=[O:23])=[C:17]2[N:16]=[CH:15][C:14]=1[C:25]([N:27]1[CH2:32][CH2:31][CH:30]([C:33]2[CH:34]=[CH:35][CH:36]=[CH:37][CH:38]=2)[CH2:29][CH2:28]1)=[O:26]. Procedure: In the same manner as in Example 1, step 6 and using 7-(2-methyl-5-trifluoromethylphenylamino)-6-(4-phenylpiperidine-1-carbonyl)pyrazolo[1,5-a]pyrimidine-3-carboxylic acid (100 mg, 0.19 mmol) obtained in step 2 and cyclopropanesulfonamide (115 mg, 0.95 mmol), the title compound (54 mg, 45%) was obtained. The reactants are CCOC(=O)Cl, ClCCl, COc1nc2ccc(Cl)cc2nc1N, c1ccncc1. The product is CCOC(=O)Nc1nc2cc(Cl)ccc2nc1OC. Reaction SMILES: [Cl:15][C:16](=[O:17])[O:18][CH2:19][CH3:20].[Cl:27][CH2:28][Cl:29].[NH2:1][c:2]1[c:3]([O:13][CH3:14])[n:4][c:5]2[cH:6][cH:7][c:8]([Cl:12])[cH:9][c:10]2[n:11]1.[cH:21]1[cH:22][cH:23][n:24][cH:25][cH:26]1>>[NH:1]([c:2]1[c:3]([O:13][CH3:14])[n:4][c:5]2[cH:6][cH:7][c:8]([Cl:12])[cH:9][c:10]2[n:11]1)[C:16](=[O:17])[O:18][CH2:19][CH3:20]. The reactants are BrC=1C=2N(C=CC1)N=C(N2)Cl (8-bromo-2-chloro-[1,2,4]triazolo[1,5-a]pyridine), NCC1=C(C=CC=C1)N(S(=O)(=O)C)C (N-(2-aminomethyl-phenyl)-N-methyl-methanesulfonamide). Yields the product ClC1=NN2C(C(=CC=C2)NCC2=C(C=CC=C2)N(S(=O)(=O)C)C)=N1 (N-{2-[(2-Chloro-[1,2,4]triazolo[1,5-a]pyridin-8-ylamino)-methyl]-phenyl}-N-methyl-methanesulfonamide), foam. Isolated yield 72.0%. RXN SMILES: Br[C:2]1[C:3]2[N:4]([N:8]=[C:9]([Cl:11])[N:10]=2)[CH:5]=[CH:6][CH:7]=1.[NH2:12][CH2:13][C:14]1[CH:19]=[CH:18][CH:17]=[CH:16][C:15]=1[N:20]([CH3:25])[S:21]([CH3:24])(=[O:23])=[O:22]>>[Cl:11][C:9]1[N:10]=[C:3]2[C:2]([NH:12][CH2:13][C:14]3[CH:19]=[CH:18][CH:17]=[CH:16][C:15]=3[N:20]([CH3:25])[S:21]([CH3:24])(=[O:23])=[O:22])=[CH:7][CH:6]=[CH:5][N:4]2[N:8]=1. Procedure details: N-{2-[(2-Chloro-[1,2,4]triazolo[1,5-a]pyridin-8-ylamino)-methyl]-phenyl}-N-methyl-methanesulfonamide was prepared from 8-bromo-2-chloro-[1,2,4]triazolo[1,5-a]pyridine (0.74 g, 3.2 mmol) and N-(2-aminomethyl-phenyl)-N-methyl-methanesulfonamide (0.76 g, 3.5 mmol) in a manner analogous to Example 2d. Product isolated as a white foam (0.847 g, 72%). 1H NMR (400 MHz, CDCl3, δ, ppm): 7.87 (d, J=6.5 Hz, 1H), 7.51-7.47 (m, 1H), 7.40-7.28 (m, 3H), 6.84 (t, J=7.5 Hz, 1H), 6.47 (d, J=7.8 Hz, 1H), 5.38 (t, ... The reactants are FC=1C=C(C=CC1F)CO ((3,4-difluorophenyl)methanol), [H-].[Na+] (sodium hydride), ClC=1C=C2N(C(N1)=O)C[C@@H](N2C(=O)OC(C)(C)C)C ((S)-tert-butyl 7-chloro-2-methyl-5-oxo-2,3-dihydroimidazo[1,2-c]pyrimidine-1(5H)-carboxylate). Run in O1CCCC1 (tetrahydrofuran). Conditions: time 30 minute. Yields the product FC=1C=C(COC=2C=C3N(C(N2)=O)C[C@@H](N3)C)C=CC1F ((S)-7-((3,4-difluorobenzyl)oxy)-2-methyl-2,3-dihydroimidazo[1,2-c]pyrimidin-5(1H)-one). As a reaction SMILES: [F:1][C:2]1[CH:3]=[C:4]([CH2:9][OH:10])[CH:5]=[CH:6][C:7]=1[F:8].[H-].[Na+].Cl[C:14]1[CH:15]=[C:16]2[N:23](C(OC(C)(C)C)=O)[C@@H:22]([CH3:31])[CH2:21][N:17]2[C:18](=[O:20])[N:19]=1>O1CCCC1>[F:1][C:2]1[CH:3]=[C:4]([CH:5]=[CH:6][C:7]=1[F:8])[CH2:9][O:10][C:14]1[CH:15]=[C:16]2[NH:23][C@@H:22]([CH3:31])[CH2:21][N:17]2[C:18](=[O:20])[N:19]=1 |f:1.2|. Procedure: To a solution of (3,4-difluorophenyl)methanol (45.4 mg, 0.315 mmol) in tetrahydrofuran (THF) (3 mL) was added dropwise sodium hydride (37.8 mg, 0.945 mmol) at 0° C. After 30 min, (S)-tert-butyl 7-chloro-2-methyl-5-oxo-2,3-dihydroimidazo[1,2-c]pyrimidine-1(5H)-carboxylate (90 mg, 0.32 mmol) was added. The reaction mixture was stirred at room temperature for 16 h, then concentrated. Purification via pre-TLC (ethyl acetate) afforded the title product. The reactants are N([C@H](CC1=CC=CC=C1)C(=O)N1[C@H](C(=O)OCC2=CC=CC=C2)CCC1)C(=O)OC(C)(C)C (Boc-D-Phe-Pro-OBn), C1(=CC=CC=C1)OC (anisole), FC(C(=O)O)(F)F (trifluoroacetic acid). The solvent is ClCCl (dichloromethane). Reaction conditions: time 3 hour. The product is N[C@H](CC1=CC=CC=C1)C(=O)N1[C@H](C(=O)OCC2=CC=CC=C2)CCC1.FC(F)(F)C(=O)O (D-Phe-Pro-OBn.TFA). Yield: 85.0%. Reaction SMILES: [NH:1](C(OC(C)(C)C)=O)[C@@H:2]([C:10]([N:12]1[CH2:26][CH2:25][CH2:24][C@H:13]1[C:14]([O:16][CH2:17][C:18]1[CH:23]=[CH:22][CH:21]=[CH:20][CH:19]=1)=[O:15])=[O:11])[CH2:3][C:4]1[CH:9]=[CH:8][CH:7]=[CH:6][CH:5]=1.C1(OC)C=CC=CC=1.[F:42][C:43]([F:48])([F:47])[C:44]([OH:46])=[O:45]>ClCCl>[NH2:1][C@@H:2]([C:10]([N:12]1[CH2:26][CH2:25][CH2:24][C@H:13]1[C:14]([O:16][CH2:17][C:18]1[CH:23]=[CH:22][CH:21]=[CH:20][CH:19]=1)=[O:15])=[O:11])[CH2:3][C:4]1[CH:9]=[CH:8][CH:7]=[CH:6][CH:5]=1.[F:42][C:43]([C:44]([OH:46])=[O:45])([F:48])[F:47] |f:4.5|. Reported procedure: To a stirring solution of Boc-D-Phe-Pro-OBn (68 g, 150 mmol) in dichloromethane (50 mL) at 0° C., was added anisole (20 mL) followed by trifluoroacetic acid (400 mL). After stirring for 3 hours, the solvents were evaporated in vacuo and the thick oily residue was dissolved in diethyl ether (1.5 L) and refrigerated (72 hours). The white precipitate was filtered, washed with diethyl ether (300 mL) and dried to yield 59.4 g (85%) of white powder. The reactants are [Li]CCCC, CCCC[Sn](Cl)(CCCC)CCCC, CC1(C)COC(c2cccs2)=N1, CCCC[Sn](CCCC)(CCCC)c1ccsc1C1=NC(C)(C)CO1, Cc1ccccc1, O=[N+]([O-])c1ccccc1CBr. Product: CC1(C)COC(c2sccc2Cc2ccccc2[N+](=O)[O-])=N1. Reaction SMILES: [CH2:13]([Li:14])[CH2:15][CH2:16][CH3:17].[CH2:18]([Sn:19]([Cl:20])([CH2:21][CH2:22][CH2:23][CH3:24])[CH2:25][CH2:26][CH2:27][CH3:28])[CH2:29][CH2:30][CH3:31].[CH3:1][C:2]1([CH3:12])[N:3]=[C:4]([c:7]2[s:8][cH:9][cH:10][cH:11]2)[O:5][CH2:6]1.[CH3:32][C:33]1([CH3:34])[CH2:35][O:36][C:37]([c:38]2[s:39][cH:40][cH:41][c:42]2[Sn:43]([CH2:44][CH2:45][CH2:46][CH3:47])([CH2:48][CH2:49][CH2:50][CH3:51])[CH2:52][CH2:53][CH2:54][CH3:55])=[N:56]1.[CH3:68][c:69]1[cH:70][cH:71][cH:72][cH:73][cH:74]1.[N+:57](=[O:58])([O-:59])[c:60]1[c:61]([CH2:62][Br:63])[cH:64][cH:65][cH:66][cH:67]1>>[CH3:1][C:2]1([CH3:12])[N:3]=[C:4]([c:7]2[s:8][cH:9][cH:10][c:11]2[CH2:62][c:61]2[c:60]([N+:57](=[O:58])[O-:59])[cH:67][cH:66][cH:65][cH:64]2)[O:5][CH2:6]1. Yields the product [Br-].FC=1C=C(C=CC1)C(OC(=O)N[C@H]1C[N+]2(CCC1CC2)CC(=O)C=2SC(=CC2)C#N)C2=CC(=CC=C2)F ((R)-3-((bis(3-fluorophenyl)methoxy)carbonylamino)-1-(2-(5-cyanothiophen-2-yl)-2-oxoethyl)-1-azoniabicyclo[2.2.2]octane bromide). The reactants are CCOCC (Et2O), BrCC(=O)C1=CC=C(S1)C#N (5-(2-Bromoacetyl)thiophene-2-carbonitrile), N12C[C@@H](C(CC1)CC2)NC(OC(C2=CC(=CC=C2)F)C2=CC(=CC=C2)F)=O ((R)-bis(3-fluorophenyl)methyl quinuclidin-3-ylcarbamate), BrCC(=O)C1=CC=C(S1)C#N (5-(2-bromoacetyl)thiophene-2-carbonitrile). Reaction conditions: time 2 day. Reported procedure: 5-(2-Bromoacetyl)thiophene-2-carbonitrile (33.4 mg, 0.14 mmol) was added to a solution of (R)-bis(3-fluorophenyl)methyl quinuclidin-3-ylcarbamate (54 mg, 0.14 mmol, prepared as in example 1) in ethyl acetate (2 ml). The resulting solution was stirred at room temperature for two days, then 5-(2-bromoacetyl)thiophene-2-carbonitrile (3.4 mg, 0.015 mmol) was added, and the stirring was kept for additional 16 hours. Et2O was added and the precipitate was recovered by filtration to afford (R)-3-((bis(... Solvent: C(C)(=O)OCC (ethyl acetate). RXN SMILES: [Br:1][CH2:2][C:3]([C:5]1[S:9][C:8]([C:10]#[N:11])=[CH:7][CH:6]=1)=[O:4].[N:12]12[CH2:19][CH2:18][CH:15]([CH2:16][CH2:17]1)[C@@H:14]([NH:20][C:21](=[O:38])[O:22][CH:23]([C:31]1[CH:36]=[CH:35][CH:34]=[C:33]([F:37])[CH:32]=1)[C:24]1[CH:29]=[CH:28][CH:27]=[C:26]([F:30])[CH:25]=1)[CH2:13]2.CCOCC>C(OCC)(=O)C>[Br-:1].[F:37][C:33]1[CH:32]=[C:31]([CH:23]([C:24]2[CH:29]=[CH:28][CH:27]=[C:26]([F:30])[CH:25]=2)[O:22][C:21]([NH:20][C@@H:14]2[CH:15]3[CH2:16][CH2:17][N+:12]([CH2:2][C:3]([C:5]4[S:9][C:8]([C:10]#[N:11])=[CH:7][CH:6]=4)=[O:4])([CH2:19][CH2:18]3)[CH2:13]2)=[O:38])[CH:36]=[CH:35][CH:34]=1 |f:4.5|. Yield: 80.6%.